Dataset: the Open Reaction Database (ORD), a public repository of structured organic reaction records. Task: describe an organic reaction: reactants, conditions, products, and yield Reactants: O1CCCC1 (tetrahydrofuran), resultant mixture, [I-].[Na+] (sodium iodide), C(C)(C)(C)OC(=O)N[C@H]1[C@@H]2N(C(=C(CS2)CCl)C(=O)OC(C2=CC=CC=C2)C2=CC=CC=C2)C1=O (benzhydryl 7β-tert-butoxycarbonylamino-3-chloromethyl-3-cephem-4-carboxylate), CN1N=CC=C1 (N-methylpyrazole). The solvent is O (water), C(C)(=O)OCC (ethyl acetate), CC(=O)C (acetone). Conditions: time 10 minute. Product: [I-].C(C)(C)(C)OC(=O)N[C@H]1[C@@H]2N(C(=C(CS2)C[N+]=2N(C=CC2)C)C(=O)OC(C2=CC=CC=C2)C2=CC=CC=C2)C1=O (benzhydryl 7β-tert-butoxycarbonylamino-3-(2-methyl-1-pyrazolio)methyl-3-cephem-4-carboxylate iodide). Reaction SMILES: [I-:1].[Na+].[C:3]([O:7][C:8]([NH:10][C@@H:11]1[C:36](=[O:37])[N:13]2[C:14]([C:20]([O:22][CH:23]([C:30]3[CH:35]=[CH:34][CH:33]=[CH:32][CH:31]=3)[C:24]3[CH:29]=[CH:28][CH:27]=[CH:26][CH:25]=3)=[O:21])=[C:15]([CH2:18]Cl)[CH2:16][S:17][C@H:12]12)=[O:9])([CH3:6])([CH3:5])[CH3:4].[CH3:38][N:39]1[CH:43]=[CH:42][CH:41]=[N:40]1.O1CCCC1>CC(C)=O.O.C(OCC)(=O)C>[I-:1].[C:3]([O:7][C:8]([NH:10][C@@H:11]1[C:36](=[O:37])[N:13]2[C:14]([C:20]([O:22][CH:23]([C:30]3[CH:35]=[CH:34][CH:33]=[CH:32][CH:31]=3)[C:24]3[CH:29]=[CH:28][CH:27]=[CH:26][CH:25]=3)=[O:21])=[C:15]([CH2:18][N+:40]3[N:39]([CH3:38])[CH:43]=[CH:42][CH:41]=3)[CH2:16][S:17][C@H:12]12)=[O:9])([CH3:6])([CH3:5])[CH3:4] |f:0.1,8.9|. Procedure details: To a solution of sodium iodide (1.46 g) in acetone (5 ml) was added benzhydryl 7β-tert-butoxycarbonylamino-3-chloromethyl-3-cephem-4-carboxylate (5 g) at ambient temperature. The mixture was stirred at the same temperature for 10 minutes and N-methylpyrazole (5 ml) was added thereto. The resultant mixture was stirred at the same temperature for 24 hours and poured into a mixture of tetrahydrofuran (25 ml), ethyl acetate (25 ml) and water (25 ml). The separated organic layer was washed with brine... The reactants are [BH4-], C=C(C)c1ccc(OC)c(-c2ccc(C(F)(F)F)cc2C=O)c1, ClCCl, CCO, [Na+], C1CCOC1. The product is C=C(C)c1ccc(OC)c(-c2ccc(C(F)(F)F)cc2CO)c1. As a reaction SMILES: [BH4-:24].[C:1](=[CH2:2])([CH3:3])[c:4]1[cH:5][cH:6][c:7]([O:22][CH3:23])[c:8](-[c:10]2[c:11]([CH:20]=[O:21])[cH:12][c:13]([C:16]([F:17])([F:18])[F:19])[cH:14][cH:15]2)[cH:9]1.[CH2:34]([Cl:35])[Cl:36].[CH3:31][CH2:32][OH:33].[Na+:25].[O:26]1[CH2:27][CH2:28][CH2:29][CH2:30]1>>[C:1](=[CH2:2])([CH3:3])[c:4]1[cH:5][cH:6][c:7]([O:22][CH3:23])[c:8](-[c:10]2[c:11]([CH2:20][OH:21])[cH:12][c:13]([C:16]([F:17])([F:18])[F:19])[cH:14][cH:15]2)[cH:9]1. Reactants: C(C)OC(C(C(C)C)C(C1=C(C=C(C=C1)F)F)=O)=O (2-(2,4-Difluorobenzoyl)isovaleric acid ethyl ester), Cl.NO (hydroxylamine hydrochloride), C[O-].[Na+] (sodium methoxide). The product is FC1=C(C=CC(=C1)F)C1=C(C(=NO1)O)C(C)C (5-(2.4-Difluorophenyl)-3-hydroxy-4-isopropylisoxazole). Yield: 39.2%. As a reaction SMILES: C([O:3][C:4](=O)[CH:5]([C:9](=[O:18])[C:10]1[CH:15]=[CH:14][C:13]([F:16])=[CH:12][C:11]=1[F:17])[CH:6]([CH3:8])[CH3:7])C.Cl.[NH2:21]O.C[O-].[Na+]>>[F:17][C:11]1[CH:12]=[C:13]([F:16])[CH:14]=[CH:15][C:10]=1[C:9]1[O:18][N:21]=[C:4]([OH:3])[C:5]=1[CH:6]([CH3:8])[CH3:7] |f:1.2,3.4|. Procedure: 2-(2,4-Difluorobenzoyl)isovaleric acid ethyl ester (1.7 g), hydroxylamine hydrochloride (0.9 g) and sodium methoxide (28% methanol solution, 7.5 ml) were subjected to reaction and post-treatment in a similar manner to that described in Reference example 8(b) to obtain the title compound (0.59 g, 39%) as colorless crystals. Starting materials: C(C)OC(=O)N1CCC=2SC3=C(C2CC1)NC(=C3)C(=O)O (4,5,7,8-Tetrahydro-3H-9-thia-3,6-diaza-cyclopenta[a]azulene-2,6-dicarboxylic acid 6-ethyl ester). The reagents and catalysts are [Cu] (copper). Solvent: CN1CCCC1=O (NMP), O (water). Reaction conditions: temperature 250 celsius. Yields the product C(C)OC(=O)N1CCC=2SC3=C(C2CC1)NC=C3 (4,5,7,8-Tetrahydro-3H-9-thia-3,6-diaza-cyclopenta[a]azulene-6-carboxylic acid ethyl ester). Isolated yield 93.4%. Reaction SMILES: [CH2:1]([O:3][C:4]([N:6]1[CH2:15][CH2:14][C:13]2[C:12]3[NH:16][C:17](C(O)=O)=[CH:18][C:11]=3[S:10][C:9]=2[CH2:8][CH2:7]1)=[O:5])[CH3:2]>CN1C(=O)CCC1.O.[Cu]>[CH2:1]([O:3][C:4]([N:6]1[CH2:15][CH2:14][C:13]2[C:12]3[NH:16][CH:17]=[CH:18][C:11]=3[S:10][C:9]=2[CH2:8][CH2:7]1)=[O:5])[CH3:2]. Procedure details: To a stirred solution of the product from step (f) (0.50 g, 1.62 mmol) in NMP (10 ml) was added copper dust (0.10 g, 1.62 mmol). The reaction mixture was heated in a microwave reactor to 250° C. for 20 minutes. The cooled solution was diluted with water (100 ml) and extracted with Et2O (3×). The combined Et2O extracts were washed with brine, dried (MgSO4), filtered, and solvent evaporated in vacuo to give the crude product. Purification by silica-gel chromatography (gradient elution: 0 to 100% E... Starting materials: C(#N)C1=CC=C(CN)C=C1 (p-cyanobenzylamine), C1N2CN3CN1CN(C2)C3 (hexamethylenetetramine), S(O)(O)(=O)=O (sulfuric acid). Run in O (water). Yields the product C(#N)C1=CC=C(C=O)C=C1 (p-cyanobenzaldehyde). The yield is 33.0%. RXN SMILES: [C:1]([C:3]1[CH:10]=[CH:9][C:6]([CH2:7]N)=[CH:5][CH:4]=1)#[N:2].C1N2CN3CN(C2)CN1C3.S(=O)(=O)(O)[OH:22]>O>[C:1]([C:3]1[CH:10]=[CH:9][C:6]([CH:7]=[O:22])=[CH:5][CH:4]=1)#[N:2]. Reported procedure: 39.6 g of p-cyanobenzylamine, 42.1 g of hexamethylenetetramine and 400 ml of water were mixed and after adjusting the pH of the solvent to 2.5 by sulfuric acid, the mixture was reacted at 90° C. for 2 hours while stirring. The reaction solution was cooled to room temperature and then cooled on ice. The crystals precipitated were collected by filtration, washed with water and dried to obtain 13.2 g (yield: 33%) of p-cyanobenzaldehyde. The purity was 99.8% or more.